From a dataset of the Open Reaction Database (ORD), a public repository of structured organic reaction records. describe an organic reaction: reactants, conditions, products, and yield Starting materials: C([O-])(O)=O.[Na+] (sodium bicarbonate), C(C)(C)(C)C=1OC2=C(N1)C=CC(=C2NC(OCC)=O)F (ethyl N-(2-t-butyl-6-fluorobenzoxazol-7-yl)carbamate), Cl (hydrochloric acid), ClN(C(=O)OCC)Cl (N,N-dichlorourethane). Run in O (water), C(C)(=O)O (acetic acid), C(C)(=O)OCC (ethyl acetate), CCCCCC (hexane). Reaction conditions: time 4 hour. Yields the product C(C)(C)(C)C=1OC2=C(N1)C(=CC(=C2NC(OCC)=O)F)Cl (ethyl N-(2-t-butyl-4-chloro-6-fluorobenzoxazol-7-yl)carbamate). The yield is 69.3%. RXN SMILES: [C:1]([C:5]1[O:6][C:7]2[C:13]([NH:14][C:15](=[O:19])[O:16][CH2:17][CH3:18])=[C:12]([F:20])[CH:11]=[CH:10][C:8]=2[N:9]=1)([CH3:4])([CH3:3])[CH3:2].Cl.[Cl:22]N(Cl)C(OCC)=O.C(=O)(O)[O-].[Na+]>C(OCC)(=O)C.CCCCCC.O.C(O)(=O)C>[C:1]([C:5]1[O:6][C:7]2[C:13]([NH:14][C:15](=[O:19])[O:16][CH2:17][CH3:18])=[C:12]([F:20])[CH:11]=[C:10]([Cl:22])[C:8]=2[N:9]=1)([CH3:2])([CH3:4])[CH3:3] |f:3.4|. Procedure details: Under a nitrogen atmosphere, a solution of 3.1 grams (11.0 mmole) of ethyl N-(2-t-butyl-6-fluorobenzoxazol-7-yl)carbamate, 35 mL of acetic acid, and 0.2 mL (2.4 mmole) of concentrated hydrochloric acid was stirred and cooled in an ice bath. During five minutes 2.2 grams (14 mmole) of N,N-dichlorourethane was added via syringe. Upon completion of the addition the reaction mixture was stirred for 4 hours, then analyzed by TLC, which indicated the reaction was complete. The reaction mixture was pou... Reactants: BrC1=CC=C2C=CN=C(C2=C1)Cl (7-bromo-1-chloroisoquinoline), C(CC)NCCC (dipropylamine). Product: BrC1=CC=C2C=CN=C(C2=C1)N(CCC)CCC (7-bromo-N,N-dipropylisoquinolin-1-amine). Isolated yield 62.0%. RXN SMILES: [Br:1][C:2]1[CH:11]=[C:10]2[C:5]([CH:6]=[CH:7][N:8]=[C:9]2Cl)=[CH:4][CH:3]=1.[CH2:13]([NH:16][CH2:17][CH2:18][CH3:19])[CH2:14][CH3:15]>>[Br:1][C:2]1[CH:11]=[C:10]2[C:5]([CH:6]=[CH:7][N:8]=[C:9]2[N:16]([CH2:17][CH2:18][CH3:19])[CH2:13][CH2:14][CH3:15])=[CH:4][CH:3]=1. Procedure details: A solution of 7-bromo-1-chloroisoquinoline from step 1 (500 mg, 2.1 mmol) and dipropylamine (2.8 mL, 21 mmol) was heated at 150° C. in a sealed tube for 2 d. The reaction mixture was cooled, and the solvent was removed under reduced pressure to provide 7-bromo-N,N-dipropylisoquinolin-1-amine (400 mg): 1H NMR (300 MHz, DMSO-d6) δ 8.55 (s, 1H), 7.90 (d, J=6 Hz, 1H), 7.75-7.64 (m, 2H), 6.87 (d, J=6 Hz, 1H), 3.42 (q, J=7 Hz, 4H), 1.65 (q, J=7 Hz, 4H), 0.94 (t, J=7 Hz, 6H). Reported procedure: 14.9 g of 4-chloroacetyl-9,10-dihydro-4H-thieno[3,4-b][1,5]benzodiazepin-10-one, 21 g of N-methylpiperazine and 70 ml of dioxane are stirred at 80° C. for 1 hour, and the obtained solution is concentrated to dryness in vacuo. 150 ml of isopropanol and 40 ml of water are added to the resulting residue, and 25 ml of concentrated hydrochloric acid are then added dropwise; the thus prepared mixture is cooled in an ice-bath, and 9,10-dihydro-4-[(4-methylpiperazin-1-yl)acetyl]-4H-thieno[3,4-b][1,5]ben... Solvent: O1CCOCC1 (dioxane). Starting materials: ClCC(=O)N1C=2C(C(NC3=C1C=CC=C3)=O)=CSC2 (4-chloroacetyl-9,10-dihydro-4H-thieno[3,4-b][1,5]benzodiazepin-10-one), CN1CCNCC1 (N-methylpiperazine). Reaction SMILES: [Cl:1][CH2:2][C:3]([N:5]1[C:11]2[CH:12]=[CH:13][CH:14]=[CH:15][C:10]=2[NH:9][C:8](=[O:16])[C:7]2=[CH:17][S:18][CH:19]=[C:6]12)=[O:4].[CH3:20][N:21]1[CH2:26][CH2:25][NH:24][CH2:23][CH2:22]1>O1CCOCC1>[ClH:1].[ClH:1].[CH3:20][N:21]1[CH2:26][CH2:25][N:24]([CH2:2][C:3]([N:5]2[C:11]3[CH:12]=[CH:13][CH:14]=[CH:15][C:10]=3[NH:9][C:8](=[O:16])[C:7]3=[CH:17][S:18][CH:19]=[C:6]23)=[O:4])[CH2:23][CH2:22]1.[ClH:1].[CH3:8][N:9]1[CH2:7][CH2:6][NH:5][CH2:11][CH2:10]1 |f:3.4.5,6.7|. The product is Cl.Cl.CN1CCN(CC1)CC(=O)N1C=2C(C(NC3=C1C=CC=C3)=O)=CSC2 (9,10-dihydro-4-[(4-methylpiperazin-1-yl)acetyl]-4H-thieno[3,4-b][1,5]benzodiazepin-10-one dihydrochloride), Cl.CN1CCNCC1 (N-methylpiperazine hydrochloride). Starting materials: CCCCOC(=O)N(CCCSc1nc2ccccc2n1C(C(=O)[O-])C(C)(C)C)CCc1ccccc1, ClCCl, O=C(O)C(F)(F)F. The product is CCCCOC(=O)N(CCCSc1nc2ccccc2n1CC(=O)O)CCc1ccccc1. RXN SMILES: [C:1]([CH3:2])([CH3:3])([CH3:4])[CH:5]([C:6](=[O:7])[O-:8])[n:9]1[c:10]([S:18][CH2:19][CH2:20][CH2:21][N:22]([CH2:23][CH2:24][c:25]2[cH:26][cH:27][cH:28][cH:29][cH:30]2)[C:31](=[O:32])[O:33][CH2:34][CH2:35][CH2:36][CH3:37])[n:11][c:12]2[c:13]1[cH:14][cH:15][cH:16][cH:17]2.[Cl:45][CH2:46][Cl:47].[F:38][C:39]([F:40])([F:41])[C:42]([OH:43])=[O:44]>>[CH2:5]([C:6](=[O:7])[OH:8])[n:9]1[c:10]([S:18][CH2:19][CH2:20][CH2:21][N:22]([CH2:23][CH2:24][c:25]2[cH:26][cH:27][cH:28][cH:29][cH:30]2)[C:31](=[O:32])[O:33][CH2:34][CH2:35][CH2:36][CH3:37])[n:11][c:12]2[c:13]1[cH:14][cH:15][cH:16][cH:17]2. The reactants are O (Water), ClCN1C=C(C(=C1)C(F)(F)F)C(=O)OCC (1-chloromethyl-4-trifluoromethyl-3-ethoxycarbonyl-1H-pyrole), FC(CCC(C#N)C#N)(F)F ((3,3,3-trifluoropropyl)malononitrile), C([O-])([O-])=O.[K+].[K+] (potassium carbonate). The solvent is CN(C=O)C (N,N-dimethylformamide). Run at time 8 hour. Yields the product C(C)OC(=O)C1=CN(C=C1C(F)(F)F)CC(C#N)(C#N)CCC(F)(F)F ([(3-ethoxycarbonyl-4-trifluoromethyl-1H-pyrole-1-yl)methyl](3,3,3-trifluoropropyl)malononitrile). The yield is 58.3%. Reaction SMILES: Cl[CH2:2][N:3]1[CH:7]=[C:6]([C:8]([F:11])([F:10])[F:9])[C:5]([C:12]([O:14][CH2:15][CH3:16])=[O:13])=[CH:4]1.[F:17][C:18]([F:27])([F:26])[CH2:19][CH2:20][CH:21]([C:24]#[N:25])[C:22]#[N:23].C(=O)([O-])[O-].[K+].[K+].O>CN(C)C=O>[CH2:15]([O:14][C:12]([C:5]1[C:6]([C:8]([F:11])([F:10])[F:9])=[CH:7][N:3]([CH2:2][C:21]([CH2:20][CH2:19][C:18]([F:17])([F:26])[F:27])([C:22]#[N:23])[C:24]#[N:25])[CH:4]=1)=[O:13])[CH3:16] |f:2.3.4|. Procedure: 0.23 g of 1-chloromethyl-4-trifluoromethyl-3-ethoxycarbonyl-1H-pyrole and 0.15 g of (3,3,3-trifluoropropyl)malononitrile were dissolved in 2 ml of N,N-dimethylformamide. 0.13 g of potassium carbonate was added to the solution under ice cooling, followed by stirring at room temperature for overnight. Water was added to the reaction mixture, and then extracted with ethyl acetate. The organic layer was washed with saturated aqueous solution of sodium chloride, dried over anhydrous magnesium sulfate... The reactants are OC1=C(C(N(C2=NC=CC=C12)C1=CC=CC=C1)=O)C(CC1=CC=C(C=C1)CC(=O)OCC)=O (4-hydroxy-3-[1-oxo-2-(4-ethoxycarbonylmethylphenyl)ethyl]-1-phenyl-1,8-naphthyridin-2 (1H)-one), O.NN (hydrazine monohydrate). Solvent: CN(C)C=O (DMF). The product is C(C)OC(=O)CC1=CC=C(CC2=NNC3=C2C(N(C=2N=CC=CC32)C3=CC=CC=C3)=O)C=C1 (3-(4-ethoxycarbonylmethylbenzyl)-5-phenyl-1H-pyrazolo[4,3-c][1,8]naphthyridin-4 (5H)-one). Yield: 90.4%. Reaction SMILES: O[C:2]1[C:11]2[C:6](=[N:7][CH:8]=[CH:9][CH:10]=2)[N:5]([C:12]2[CH:17]=[CH:16][CH:15]=[CH:14][CH:13]=2)[C:4](=[O:18])[C:3]=1[C:19](=O)[CH2:20][C:21]1[CH:26]=[CH:25][C:24]([CH2:27][C:28]([O:30][CH2:31][CH3:32])=[O:29])=[CH:23][CH:22]=1.O.[NH2:35][NH2:36]>CN(C=O)C>[CH2:31]([O:30][C:28]([CH2:27][C:24]1[CH:25]=[CH:26][C:21]([CH2:20][C:19]2[C:3]3[C:4](=[O:18])[N:5]([C:12]4[CH:13]=[CH:14][CH:15]=[CH:16][CH:17]=4)[C:6]4[N:7]=[CH:8][CH:9]=[CH:10][C:11]=4[C:2]=3[NH:36][N:35]=2)=[CH:22][CH:23]=1)=[O:29])[CH3:32] |f:1.2|. Procedure details: To a suspension of 4-hydroxy-3-[1-oxo-2-(4-ethoxycarbonylmethylphenyl)ethyl]-1-phenyl-1,8-naphthyridin-2 (1H)-one (128 mg, 0.29 mmol, prepared in Synthetic Example 26) in DMF (3 ml) was added hydrazine monohydrate (80%, 34 μl, 0.87 mmol, 3.0 eq.), and the mixture was treated in the same manner as in Example 16 to give 3-(4-ethoxycarbonylmethylbenzyl)-5-phenyl-1H-pyrazolo[4,3-c][1,8]naphthyridin-4 (5H)-one (115 mg, 91%). Reactants: C1(CC1)CN1CCC(CC1)(C1=C(C=CC=C1)CO)O (1-cyclopropylmethyl-4-hydroxy-4-(α-hydroxy-2-tolyl)piperidine), Cl (hydrochloric acid). Product: C1(CC1)CN1CCC2(CC1)OCC1=CC=CC=C12 (1'-cyclopropylmethyl-1,3-dihydrospiro[isobenzofuran-1,4'-piperidine]), hydrochloride salt. As a reaction SMILES: [CH:1]1([CH2:4][N:5]2[CH2:10][CH2:9][C:8]([OH:19])([C:11]3[CH:16]=[CH:15][CH:14]=[CH:13][C:12]=3[CH2:17]O)[CH2:7][CH2:6]2)[CH2:3][CH2:2]1.Cl>>[CH:1]1([CH2:4][N:5]2[CH2:6][CH2:7][C:8]3([C:11]4[C:12](=[CH:13][CH:14]=[CH:15][CH:16]=4)[CH2:17][O:19]3)[CH2:9][CH2:10]2)[CH2:2][CH2:3]1. Procedure details: Treatment of 1-cyclopropylmethyl-4-hydroxy-4-(α-hydroxy-2-tolyl)piperidine with hydrochloric acid by the method described in Example 16d provides 1'-cyclopropylmethyl-1,3-dihydrospiro[isobenzofuran-1,4'-piperidine] as an oil (hydrochloride salt, m.p. 222°-224°). The reactants are CC1=CC=C(S1)C=1C=CC=2N(C3=CC=C(C=C3C2C1)C=1SC(=CC1)C)C1=CC=C(C=C1)OC (3,6-bis(5-methylthiophen-2-yl)-9-(4-methoxyphenyl)carbazole), B(Br)(Br)Br (boron tribromide), resultant solution. Solvent: C(Cl)Cl (methylene chloride), C(Cl)Cl (Methylene chloride). Yields the product CC1=CC=C(S1)C=1C=CC=2N(C3=CC=C(C=C3C2C1)C=1SC(=CC1)C)C1=CC=C(C=C1)O (3,6-bis(5-methylthiophen-2-yl)-9-(4-hydroxyphenyl)carbazole). Isolated yield 96.0%. As a reaction SMILES: [CH3:1][C:2]1[S:6][C:5]([C:7]2[CH:8]=[CH:9][C:10]3[N:11]([C:26]4[CH:31]=[CH:30][C:29]([O:32]C)=[CH:28][CH:27]=4)[C:12]4[C:17]([C:18]=3[CH:19]=2)=[CH:16][C:15]([C:20]2[S:21][C:22]([CH3:25])=[CH:23][CH:24]=2)=[CH:14][CH:13]=4)=[CH:4][CH:3]=1.B(Br)(Br)Br>C(Cl)Cl>[CH3:25][C:22]1[S:21][C:20]([C:15]2[CH:14]=[CH:13][C:12]3[N:11]([C:26]4[CH:27]=[CH:28][C:29]([OH:32])=[CH:30][CH:31]=4)[C:10]4[C:18]([C:17]=3[CH:16]=2)=[CH:19][C:7]([C:5]2[S:6][C:2]([CH3:1])=[CH:3][CH:4]=2)=[CH:8][CH:9]=4)=[CH:24][CH:23]=1. Reported procedure: The obtained 3,6-bis(5-methylthiophen-2-yl)-9-(4-methoxyphenyl)carbazole (3.73 g, 8.0 mmol) was dissolved in methylene chloride (30 mL). 1M Methylene chloride solution of boron tribromide (8 mL) was added dropwise to the resultant solution at −10° C., followed by stirring at room temperature. Next, the resultant mixture was washed with water and dried and the solvent was evaporated, to thereby obtain a gray solid. The obtained solid was purified through silica gel column chromatography using as ... Starting materials: C(C)(=O)C=1C=C2C(CCC(C2=CC1)(C)C)(C)C (6-acetyl-1,2,3,4-tetrahydro-1,1,4,4-tetramethylnaphthalene), C(=O)C1=CC=C(C(=O)OC)C=C1 (methyl 4-formylbenzoate). Solvent: [OH-].[Na+] (sodium hydroxide), CO (methanol). Run at time 16 hour. The product is C(=O)(OC)C1=CC=C(C=C1)C=CC(=O)C1=CC=2C(CCC(C2C=C1)(C)C)(C)C (3-(4-carbomethoxyphenyl)-1-(5,6,7,8-tetrahydro-5,5,8,8-tetramethyl-2-naphthalenyl)-prop-2-en-1-one). Yield: 58.4%. RXN SMILES: [C:1]([C:4]1[CH:5]=[C:6]2[C:11](=[CH:12][CH:13]=1)[C:10]([CH3:15])([CH3:14])[CH2:9][CH2:8][C:7]2([CH3:17])[CH3:16])(=[O:3])[CH3:2].[CH:18]([C:20]1[CH:29]=[CH:28][C:23]([C:24]([O:26][CH3:27])=[O:25])=[CH:22][CH:21]=1)=O>[OH-].[Na+].CO>[C:24]([C:23]1[CH:28]=[CH:29][C:20]([CH:18]=[CH:2][C:1]([C:4]2[CH:13]=[CH:12][C:11]3[C:10]([CH3:15])([CH3:14])[CH2:9][CH2:8][C:7]([CH3:17])([CH3:16])[C:6]=3[CH:5]=2)=[O:3])=[CH:21][CH:22]=1)([O:26][CH3:27])=[O:25] |f:2.3|. Procedure: 138 g (0.6 mole) of 6-acetyl-1,2,3,4-tetrahydro-1,1,4,4-tetramethylnaphthalene and 98.5 g (0.6 mole) of methyl 4-formylbenzoate in a mixture of 16 g of sodium hydroxide and 690 ml of methanol were stirred for 16 hours at room temperature. The precipitated crystals were filtered off under suction and dried to give 132 g of 3-(4-carbomethoxyphenyl)-1-(5,6,7,8-tetrahydro-5,5,8,8-tetramethyl-2-naphthalenyl)-prop-2-en-1-one of melting point 89°-91° C.